From a dataset of the Open Reaction Database (ORD), a public repository of structured organic reaction records. describe an organic reaction: reactants, conditions, products, and yield The reactants are ClC1=C(C=C(C=C1C(C)CCO)C#N)NC(OC(C)(C)C)=O (Tert-butyl (2-chloro-5-cyano-3-(4-hydroxybutan-2-yl)phenyl)carbamate), TFA ester, C(=O)(C(F)(F)F)O (TFA), alcohol. Solvent: C(Cl)Cl (DCM). Conditions: time 1 hour. Product: NC=1C=C(C#N)C=C(C1Cl)C(C)CCO (3-amino-4-chloro-5-(4-hydroxybutan-2-yl)benzonitrile). Isolated yield 127.4%. As a reaction SMILES: [Cl:1][C:2]1[C:7]([CH:8]([CH2:10][CH2:11][OH:12])[CH3:9])=[CH:6][C:5]([C:13]#[N:14])=[CH:4][C:3]=1[NH:15]C(=O)OC(C)(C)C.C(O)(C(F)(F)F)=O>C(Cl)Cl>[NH2:15][C:3]1[CH:4]=[C:5]([CH:6]=[C:7]([CH:8]([CH2:10][CH2:11][OH:12])[CH3:9])[C:2]=1[Cl:1])[C:13]#[N:14]. Procedure details: Tert-butyl (2-chloro-5-cyano-3-(4-hydroxybutan-2-yl)phenyl)carbamate (184 mg, 0.566 mmol) was taken up in DCM (6 mL) and TFA (1.746 mL, 22.66 mmol) was added. The reaction was stirred at room temperature for 1 h. LCMS indicates a mixture of the alcohol and the TFA ester. The solvent was removed in vacuo and the material dissolved in 2N NH3 in MeOH. The solution was stirred at room temperature for 10 min and the solvent removed in vacuo. 3-amino-4-chloro-5-(4-hydroxybutan-2-yl)benzonitrile (162 m...